The task is: describe an organic reaction: reactants, conditions, products, and yield. This data is from the Open Reaction Database (ORD), a public repository of structured organic reaction records. Reaction SMILES: [Cl:18][c:19]1[n:20][cH:21][n:22][c:23]2[cH:24][cH:25][cH:26][cH:27][c:28]12.[H-:1].[Na+:2].[O:29]=[CH:30][N:31]([CH3:32])[CH3:33].[OH2:34].[c:3]1(-[c:12]2[cH:13][cH:14][cH:15][cH:16][cH:17]2)[cH:4][cH:5][c:6]([CH2:9][CH2:10][OH:11])[cH:7][cH:8]1>>[c:3]1(-[c:12]2[cH:13][cH:14][cH:15][cH:16][cH:17]2)[cH:4][cH:5][c:6]([CH2:9][CH2:10][O:11][c:19]2[n:20][cH:21][n:22][c:23]3[cH:24][cH:25][cH:26][cH:27][c:28]23)[cH:7][cH:8]1. Reactants: Clc1ncnc2ccccc12, [H-], [Na+], CN(C)C=O, O, OCCc1ccc(-c2ccccc2)cc1. Product: c1ccc(-c2ccc(CCOc3ncnc4ccccc34)cc2)cc1. Reactants: CS(=O)(=O)c1ccc2[nH]c(-c3ccncc3)cc2c1, CN(C)C=O, Fc1ccc(CBr)cc1, [H-], [Na+], O. Yields the product CS(=O)(=O)c1ccc2c(c1)cc(-c1ccncc1)n2Cc1ccc(F)cc1. RXN SMILES: [CH3:1][S:2](=[O:3])(=[O:4])[c:5]1[cH:6][c:7]2[cH:8][c:9](-[c:14]3[cH:15][cH:16][n:17][cH:18][cH:19]3)[nH:10][c:11]2[cH:12][cH:13]1.[CH3:32][N:33]([CH3:34])[CH:35]=[O:36].[F:22][c:23]1[cH:24][cH:25][c:26]([CH2:27][Br:28])[cH:29][cH:30]1.[H-:20].[Na+:21].[OH2:31]>>[CH3:1][S:2](=[O:3])(=[O:4])[c:5]1[cH:6][c:7]2[cH:8][c:9](-[c:14]3[cH:15][cH:16][n:17][cH:18][cH:19]3)[n:10]([CH2:27][c:26]3[cH:25][cH:24][c:23]([F:22])[cH:30][cH:29]3)[c:11]2[cH:12][cH:13]1.